From a dataset of the Open Reaction Database (ORD), a public repository of structured organic reaction records. describe an organic reaction: reactants, conditions, products, and yield Reactants: COC(=O)c1cc2cccnc2n(CBr)c1=O, O=C([O-])[O-], CCS, CN(C)C=O, [K+], [K+], O. Yields the product CCSCn1c(=O)c(C(=O)OC)cc2cccnc21. RXN SMILES: [Br:1][CH2:2][n:3]1[c:4](=[O:17])[c:5]([C:13](=[O:14])[O:15][CH3:16])[cH:6][c:7]2[cH:8][cH:9][cH:10][n:11][c:12]12.[C:21](=[O:22])([O-:23])[O-:24].[CH2:18]([CH3:19])[SH:20].[CH3:28][N:29]([CH3:30])[CH:31]=[O:32].[K+:25].[K+:26].[OH2:27]>>[CH2:2]([n:3]1[c:4](=[O:17])[c:5]([C:13](=[O:14])[O:15][CH3:16])[cH:6][c:7]2[cH:8][cH:9][cH:10][n:11][c:12]12)[S:20][CH2:18][CH3:19]. The reactants are S(=O)(Cl)Cl (Thionyl chloride), OC=1C=C2C=CC=C(C2=CC1)C(=O)O (6-hydroxy-1-naphthoic acid), C(C)O (ethanol). Yields the product OC=1C=C2C=CC=C(C2=CC1)C(=O)OCC (Ethyl 6-hydroxy-1-naphthalenecarboxylate). Yield: 87.0%. Reaction SMILES: S(Cl)(Cl)=O.[OH:5][C:6]1[CH:7]=[C:8]2[C:13](=[CH:14][CH:15]=1)[C:12]([C:16]([OH:18])=[O:17])=[CH:11][CH:10]=[CH:9]2.[CH2:19](O)[CH3:20]>>[OH:5][C:6]1[CH:7]=[C:8]2[C:13](=[CH:14][CH:15]=1)[C:12]([C:16]([O:18][CH2:19][CH3:20])=[O:17])=[CH:11][CH:10]=[CH:9]2. Reported procedure: Thionyl chloride (2.3 mL, 31.9 mmol) was slowly added to a solution of 6-hydroxy-1-naphthoic acid (3 g, 15.9 mmol) in ethanol (140 mL) and stirred under N2. After addition, the reaction mixture was heated at reflux under nitrogen for 6 days. The reaction mixture was cooled to room temperature and concentrated to give the crude product as an oil. The oil was carefully partitioned between 5% NaHCO3 and EtOAc. The organic phase was separated and washed with brine, dried over MgSO4, filtered and the... Starting materials: [Al+3], CCOC(=O)c1ccc2nc(C)n(Cc3ccccc3Cl)c2c1, [H-], [H-], [H-], [H-], [H-], [Li+], [Li], [NH4+], C1CCOC1. Yields the product Cc1nc2ccc(CO)cc2n1Cc1ccccc1Cl. As a reaction SMILES: [Al+3:25].[Cl:1][c:2]1[c:3]([CH2:4][n:5]2[c:6]([CH3:19])[n:7][c:8]3[c:9]2[cH:10][c:11]([C:14](=[O:15])[O:16][CH2:17][CH3:18])[cH:12][cH:13]3)[cH:20][cH:21][cH:22][cH:23]1.[H-:24].[H-:27].[H-:28].[H-:29].[H-:30].[Li+:26].[Li:32].[NH4+:31].[O:33]1[CH2:34][CH2:35][CH2:36][CH2:37]1>>[Cl:1][c:2]1[c:3]([CH2:4][n:5]2[c:6]([CH3:19])[n:7][c:8]3[c:9]2[cH:10][c:11]([CH2:14][OH:15])[cH:12][cH:13]3)[cH:20][cH:21][cH:22][cH:23]1.